This data is from the Open Reaction Database (ORD), a public repository of structured organic reaction records. The task is: describe an organic reaction: reactants, conditions, products, and yield Starting materials: FC(C(C(C)(C)C)=O)N1N=CN=C1 (1-fluoro-1-(1H-1,2,4-triazol-1-yl)-3,3-dimethyl-2-butanone), potassium tertiary butylate, [I-].C[S+](=O)(C)C (trimethylsulfoxonium iodide), O1CCCC1 (tetrahydrofuran). Run in CS(=O)C (dimethyl sulfoxide), ice water. Conditions: temperature 60 celsius, time 6 hour. Product: C(C)(C)(C)C1(OC1)C(F)N1N=CN=C1 (2-tert.-butyl-2-[(1H-1,2,4-triazol-1-yl)-fluoromethyl]-oxirane). The yield is 32.1%. Reaction SMILES: [F:1][CH:2]([N:9]1[CH:13]=[N:12][CH:11]=[N:10]1)[C:3](=[O:8])[C:4]([CH3:7])([CH3:6])[CH3:5].[I-].[CH3:15][S+](C)(C)=O.O1CCCC1>CS(C)=O>[C:4]([C:3]1([CH:2]([N:9]2[CH:13]=[N:12][CH:11]=[N:10]2)[F:1])[CH2:15][O:8]1)([CH3:7])([CH3:5])[CH3:6] |f:1.2|. Procedure details: A mixture of 20 g of 1-fluoro-1-(1H-1,2,4-triazol-1-yl)-3,3-dimethyl-2-butanone, 13.5 g of potassium tertiary butylate, 24.0 g of trimethylsulfoxonium iodide, 80 ml of tetrahydrofuran and 20 ml of dimethyl sulfoxide is stirred at 60° C. for 6 hours. The reaction mixture is then taken up in ice water and extracted with ethyl acetate. The combined organic phases are washed with water and saturated sodium chloride solution, dried over sodium sulfate and evaporated. Crystallisation from petroleum et... Reactants: CC=1NC=2N(C(C1C(=O)OC(C)C)C1=CC(=CC=C1)[N+](=O)[O-])NC(C2)=O (1,2,4,7-tetrahydro-5-methyl-7-(3-nitrophenyl)-2-oxopyrazolo[1,5-a]pyrimidine-6-carboxylic acid, 1-methylethyl ester), C(C1=CC=CC=C1)(=O)Cl (benzoyl chloride). Run in C(C)(=O)OCC (ethyl acetate), ClCCl (dichloromethane), N1=CC=CC=C1 (pyridine). Reaction conditions: time 30 minute. The product is C(C1=CC=CC=C1)(=O)N1C(C=C2N1C(C(=C(N2)C)C(=O)OC(C)C)C2=CC(=CC=C2)[N+](=O)[O-])=O (1-Benzoyl-1,2,4,7-tetrahydro-5-methyl-7-(3-nitrophenyl)-2-oxopyrazolo[1,5-a]pyrimidine-6-carboxylic acid, 1-methylethyl ester). RXN SMILES: [CH3:1][C:2]1[NH:3][C:4]2[N:5]([NH:23][C:24](=[O:26])[CH:25]=2)[CH:6]([C:14]2[CH:19]=[CH:18][CH:17]=[C:16]([N+:20]([O-:22])=[O:21])[CH:15]=2)[C:7]=1[C:8]([O:10][CH:11]([CH3:13])[CH3:12])=[O:9].[C:27](Cl)(=[O:34])[C:28]1[CH:33]=[CH:32][CH:31]=[CH:30][CH:29]=1>ClCCl.N1C=CC=CC=1.C(OCC)(=O)C>[C:27]([N:23]1[N:5]2[CH:6]([C:14]3[CH:19]=[CH:18][CH:17]=[C:16]([N+:20]([O-:22])=[O:21])[CH:15]=3)[C:7]([C:8]([O:10][CH:11]([CH3:13])[CH3:12])=[O:9])=[C:2]([CH3:1])[NH:3][C:4]2=[CH:25][C:24]1=[O:26])(=[O:34])[C:28]1[CH:33]=[CH:32][CH:31]=[CH:30][CH:29]=1. Procedure: A suspension of 1,2,4,7-tetrahydro-5-methyl-7-(3-nitrophenyl)-2-oxopyrazolo[1,5-a]pyrimidine-6-carboxylic acid, 1-methylethyl ester (36 mg; 0.1 mmole) in dichloromethane (2 ml) and pyridine (1 ml) under argon was treated with benzoyl chloride (28 mg; 0.2 mmole). The reaction was allowed to stir for 30 minutes and then diluted with ethyl acetate. The resulting solution was washed with 1N hydrochloric acid, water, sodium bicarbonate and brine. It was dried over anhydrous magnesium sulfate and evap... Reactants: COC1=CC=C(C=C1)N=C=O (4-methoxyphenyl isocyanate), NCC=C1CCCC2=CC=C(C=C12)OC (1-(2-aminoethylidene)-7-methoxy-1,2,3,4-tetrahydronaphthalene), O (water). The solvent is C1CCOC1 (THF). Reaction conditions: time 30 minute. Product: COC1=CC=C(C=C1)NC(NC\C=C\1/CCCC2=CC=C(C=C12)OC)=O ((E)-1-[2-[3-(4-Methoxyphenyl)ureido]ethylidene]-7-methoxy-1,2,3,4-tetrahydronaphthalene). Isolated yield 53.7%. Reaction SMILES: [NH2:1][CH2:2][CH:3]=[C:4]1[C:13]2[C:8](=[CH:9][CH:10]=[C:11]([O:14][CH3:15])[CH:12]=2)[CH2:7][CH2:6][CH2:5]1.[CH3:16][O:17][C:18]1[CH:23]=[CH:22][C:21]([N:24]=[C:25]=[O:26])=[CH:20][CH:19]=1.O>C1COCC1>[CH3:16][O:17][C:18]1[CH:23]=[CH:22][C:21]([NH:24][C:25](=[O:26])[NH:1][CH2:2]/[CH:3]=[C:4]2\[CH2:5][CH2:6][CH2:7][C:8]3[C:13]\2=[CH:12][C:11]([O:14][CH3:15])=[CH:10][CH:9]=3)=[CH:20][CH:19]=1. Reported procedure: To a solution of 1-(2-aminoethylidene)-7-methoxy-1,2,3,4-tetrahydronaphthalene (3.0 g, 14.8 mmol) in THF (20 ml) was gradually added dropwise, under ice cooling, 4-methoxyphenyl isocyanate (2.2 g, 14.8 mmol). The mixture was stirred for 30 minutes at room temperature. The reaction mixture was then poured into water. The organic layer was subjected to extraction with 10% methanol/chloroform. The extract solution was washed with brine and water, which was dried over anhydrous magnesium sulfate, fo... The reactants are C(C1=CC=CC=C1)NC=1C=C(C(=O)OCC)C=CC1[N+](=O)[O-] (ethyl 3-(benzylamino)-4-nitrobenzoate). The reagents and catalysts are [Zn] (zinc). Solvent: C(C)O (ethanol), C(C)(=O)O (acetic acid). Reaction conditions: time 1 hour. Product: NC1=C(C=C(C(=O)OCC)C=C1)NCC1=CC=CC=C1 (ethyl 4-amino-3-(benzylamino)benzoate). Yield: 106.5%. Reaction SMILES: [CH2:1]([NH:8][C:9]1[CH:10]=[C:11]([CH:17]=[CH:18][C:19]=1[N+:20]([O-])=O)[C:12]([O:14][CH2:15][CH3:16])=[O:13])[C:2]1[CH:7]=[CH:6][CH:5]=[CH:4][CH:3]=1>C(O)C.C(O)(=O)C.[Zn]>[NH2:20][C:19]1[CH:18]=[CH:17][C:11]([C:12]([O:14][CH2:15][CH3:16])=[O:13])=[CH:10][C:9]=1[NH:8][CH2:1][C:2]1[CH:7]=[CH:6][CH:5]=[CH:4][CH:3]=1. Procedure details: To a stirring solution of ethyl 3-(benzylamino)-4-nitrobenzoate (1.52 g, 5 mmol) in ethanol (50 mL) and acetic acid (7 mL) was added zinc dust (2.3 g, 35 mmol). After 1 hr at room temperature, the solids were filtered and the remaining solution was concentrated. The resulting residue was diluted with ethyl acetate (200 mL) and washed with dilute aq. NaHCO3 (1×100 mL), then the organic layer was dried (MgSO4), filtered and then concentrated to provide 1.44 g (˜100%) of crude ethyl 4-amino-3-(benz... Starting materials: ClC1=C(C=NC2=CC(=C(C=C12)OCC)OCC)C#N (4-chloro-6,7-diethoxy-quinoline-3-carbonitrile), NC1=CC2=C(NN=N2)C=C1 (5-Aminobenzotriazole), ice water, CC(=O)OCC1=C2C=CC=CC2=C(C3=CC=CC=C31)COC(=O)C (acetic), C([O-])([O-])=O.[Na+].[Na+] (sodium carbonate), Cl (HCl). The solvent is COCCO (2-methoxyethanol). Conditions: temperature 100 celsius, time 20 minute. Yields the product N1N=NC2=C1C=CC(=C2)NC2=C(C=NC1=CC(=C(C=C21)OCC)OCC)C#N (4-(1H-Benzotriazol-5-ylamino)-6,7-diethoxy-quinoline-3-carbonitrile). RXN SMILES: Cl[C:2]1[C:11]2[C:6](=[CH:7][C:8]([O:15][CH2:16][CH3:17])=[C:9]([O:12][CH2:13][CH3:14])[CH:10]=2)[N:5]=[CH:4][C:3]=1[C:18]#[N:19].[NH2:20][C:21]1[CH:29]=[CH:28][C:24]2[NH:25][N:26]=[N:27][C:23]=2[CH:22]=1.C(=O)([O-])[O-].[Na+].[Na+].CC(OCC1C2C(=CC=CC=2)C(COC(C)=O)=C2C=1C=CC=C2)=O.Cl>COCCO>[NH:25]1[C:24]2[CH:28]=[CH:29][C:21]([NH:20][C:2]3[C:11]4[C:6](=[CH:7][C:8]([O:15][CH2:16][CH3:17])=[C:9]([O:12][CH2:13][CH3:14])[CH:10]=4)[N:5]=[CH:4][C:3]=3[C:18]#[N:19])=[CH:22][C:23]=2[N:27]=[N:26]1 |f:2.3.4|. Procedure: A solution of 1.07 mg (3.87 mM) of 4-chloro-6,7-diethoxy-quinoline-3-carbonitrile and 675 mg (5.00 mM) of 5-Aminobenzotriazole in 15 ml of 2-methoxyethanol was refluxed for 3 hours. To the warm solution was added 1 ml of 1M sodium carbonate and the sample was heated for 5 minutes at 100° C., then poured into 300 ml of ice water. The solution was made acetic by addition of concentrated HCl and the solid was collected, washed with water followed by ether and dried under vacuum at 80° C. The solid ...